Dataset: the Open Reaction Database (ORD), a public repository of structured organic reaction records. Task: describe an organic reaction: reactants, conditions, products, and yield The solvent is O1CCCC1 (tetrahydrofuran), C(C)OCC (diethyl ether), CCCCCC (hexane). Starting materials: ClC1=C(C(=O)OC)C=CC(=C1)Cl (methyl 2,4-dichlorobenzoate), BrC=1C=NC=NC1 (5-bromopyrimidine), C(CCC)[Li] (butyl lithium), solution, [Cl-].[NH4+] (ammonium chloride). Reported procedure: 61.8 g (0.3 mole) of methyl 2,4-dichlorobenzoate and 52.2 g (0.33 mole) of 5-bromopyrimidine are dissolved in a mixture of 400 ml of tetrahydrofuran and 200 ml of diethyl ether. After the addition of 30 g of molecular sieve, the reaction mixture is stirred for 1/2 hour at room temperature and then cooled to about -120° C. 187.2 ml (0.3 mole) of butyl lithium as a 1.6 molar solution in hexane are added dropwise at this temperature. The reaction mixture is then stirred for 11/2 hours in the temper... Reaction SMILES: [Cl:1][C:2]1[CH:11]=[C:10]([Cl:12])[CH:9]=[CH:8][C:3]=1[C:4]([O:6]C)=O.Br[C:14]1[CH:15]=[N:16][CH:17]=[N:18][CH:19]=1.C([Li])CCC.[Cl-].[NH4+]>O1CCCC1.C(OCC)C.CCCCCC>[Cl:1][C:2]1[CH:11]=[C:10]([Cl:12])[CH:9]=[CH:8][C:3]=1[C:4]([C:14]1[CH:15]=[N:16][CH:17]=[N:18][CH:19]=1)=[O:6] |f:3.4|. Conditions: time 0.5 hour. Yields the product ClC1=C(C(=O)C=2C=NC=NC2)C=CC(=C1)Cl (5-(2',4'-dichlorobenzoyl)pyrimidine).